Dataset: the Open Reaction Database (ORD), a public repository of structured organic reaction records. Task: describe an organic reaction: reactants, conditions, products, and yield Starting materials: C(C)(C)(C)OC(=O)N1CCN(CC1)C=1C(N(N=C(C1C)C1=CC(=C(C=C1)C)F)CC(C)C)=O (4-(4-tert-butoxycarbonyl-1-piperazinyl)-methyl-6-(3-fluoro-4-methylphenyl)-2-isobutyl-2H-pyridazin-3-one), C1(CC1)CN1N=C(C=C(C1=O)CCCOS(=O)(=O)C)C1=CC(=C(C=C1)OC)F (2-cyclopropylmethyl-6-(3-fluoro-4-methoxyphenyl)-4-(3-methanesulfonyloxypropyl)-2H-pyridazin-3-one), N1(CCNCC1)C(=O)OC(C)(C)C (tert-butyl 1-piperazinecarboxylate). Product: C1(CC1)CN1N=C(C=C(C1=O)CCCN1CCN(CC1)C(=O)OC(C)(C)C)C1=CC(=C(C=C1)OC)F (2-cyclopropylmethyl-4-[3-(4-tert-butoxycarbonyl-1-piperazinyl)propyl]-6-(3-fluoro-4-methoxyphenyl)-2H-pyridazin-3-one). Yield: 76.9%. RXN SMILES: [C:1]([O:5][C:6]([N:8]1[CH2:13][CH2:12][N:11]([C:14]2C(=O)N(CC(C)C)N=C(C3C=CC(C)=C(F)C=3)[C:19]=2C)[CH2:10][CH2:9]1)=[O:7])([CH3:4])([CH3:3])[CH3:2].[CH:34]1([CH2:37][N:38]2[C:43](=[O:44])[C:42]([CH2:45]CCOS(C)(=O)=O)=[CH:41][C:40]([C:53]3[CH:58]=[CH:57][C:56]([O:59][CH3:60])=[C:55]([F:61])[CH:54]=3)=[N:39]2)[CH2:36][CH2:35]1.N1(C(OC(C)(C)C)=O)CCNCC1>>[CH:34]1([CH2:37][N:38]2[C:43](=[O:44])[C:42]([CH2:45][CH2:19][CH2:14][N:11]3[CH2:12][CH2:13][N:8]([C:6]([O:5][C:1]([CH3:2])([CH3:4])[CH3:3])=[O:7])[CH2:9][CH2:10]3)=[CH:41][C:40]([C:53]3[CH:58]=[CH:57][C:56]([O:59][CH3:60])=[C:55]([F:61])[CH:54]=3)=[N:39]2)[CH2:36][CH2:35]1. Procedure: Following the procedure of Example 1 (10), 2-cyclopropylmethyl-6-(3-fluoro-4-methoxyphenyl)-4-(3-methanesulfonyloxypropyl)-2H-pyridazin-3-one and tert-butyl 1-piperazinecarboxylate were reacted to yield the title compound as a yellow oil (yield: 76.9%). The reactants are CCOC(=O)c1cc2cccc(OCc3ccccc3)c2cc1OCCN1CCCCC1, CCO, Cl. The product is Cl, CCOC(=O)c1cc2cccc(O)c2cc1OCCN1CCCCC1. Reaction SMILES: [CH2:2]([c:3]1[cH:4][cH:5][cH:6][cH:7][cH:8]1)[O:9][c:10]1[c:11]2[cH:12][c:13]([O:25][CH2:26][CH2:27][N:28]3[CH2:29][CH2:30][CH2:31][CH2:32][CH2:33]3)[c:14]([C:20](=[O:21])[O:22][CH2:23][CH3:24])[cH:15][c:16]2[cH:17][cH:18][cH:19]1.[CH3:34][CH2:35][OH:36].[ClH:1]>>[ClH:1].[OH:9][c:10]1[c:11]2[cH:12][c:13]([O:25][CH2:26][CH2:27][N:28]3[CH2:29][CH2:30][CH2:31][CH2:32][CH2:33]3)[c:14]([C:20](=[O:21])[O:22][CH2:23][CH3:24])[cH:15][c:16]2[cH:17][cH:18][cH:19]1. Reactants: ClC(=O)OCC (Ethyl chloroformate), Cl (hydrochloric acid), [N+](=O)([O-])C1=CC=C(COC(=O)N2[C@@H](C[C@@H](C2)SC(C)=O)CC(=O)O)C=C1 ((2R,4S)-1-(p-Nitrobenzyloxycarbonyl)-2-carboxymethyl-4-acetylthiopyrrolidine), N (ammonia). The solvent is C(C)N(CC)CC (triethylamine), O1CCCC1 (tetrahydrofuran), C(C)(=O)OCC (ethyl acetate). Run at time 30 minute. Yields the product [N+](=O)([O-])C1=CC=C(COC(=O)N2[C@@H](C[C@@H](C2)SC(C)=O)CC(=O)N)C=C1 ((2R,4S)-1-(p-nitrobenzyloxycarbonyl)-2-aminocarbonylmethyl-4-acetylthiopyrrolidine). As a reaction SMILES: [N+:1]([C:4]1[CH:26]=[CH:25][C:7]([CH2:8][O:9][C:10]([N:12]2[CH2:16][C@@H:15]([S:17][C:18](=[O:20])[CH3:19])[CH2:14][C@H:13]2[CH2:21][C:22]([OH:24])=O)=[O:11])=[CH:6][CH:5]=1)([O-:3])=[O:2].ClC(OCC)=O.[NH3:33].Cl>O1CCCC1.C(OCC)(=O)C.C(N(CC)CC)C>[N+:1]([C:4]1[CH:5]=[CH:6][C:7]([CH2:8][O:9][C:10]([N:12]2[CH2:16][C@@H:15]([S:17][C:18](=[O:20])[CH3:19])[CH2:14][C@H:13]2[CH2:21][C:22]([NH2:33])=[O:24])=[O:11])=[CH:25][CH:26]=1)([O-:3])=[O:2]. Procedure details: (2R,4S)-1-(p-Nitrobenzyloxycarbonyl)-2-carboxymethyl-4-acetylthiopyrrolidine (82 mg) was dissolved in 1.5 ml of dry tetrahydrofuran, and 33 mg of triethylamine was added thereto. Ethyl chloroformate (35 mg) was added to the mixture under nitrogen stream at -10° to -15° C., followed by stirring at the same temperature for 30 minutes. 29% (w/w) Aqueous ammonia (13 mg) was added at -40° C. to the resulting mixture, followed by stirring at -30° to -40° C. for 30 minutes. The reaction mixture was aci... Starting materials: CC(C)O, CN1C(=O)C(F)(F)CN(CCOc2ccccc2)c2nc(Cl)ncc21, ClCCl, COc1cc(C(=O)NC2CCN(C)CC2)ccc1N, [Na+], [Na+], O=C([O-])[O-], O, Cc1ccc(S(=O)(=O)O)cc1. Product: COc1cc(C(=O)NC2CCN(C)CC2)ccc1Nc1ncc2c(n1)N(CCOc1ccccc1)CC(F)(F)C(=O)N2C. RXN SMILES: [CH:66]([OH:67])([CH3:68])[CH3:69].[Cl:1][c:2]1[n:3][cH:4][c:5]2[c:6]([n:25]1)[N:7]([CH2:16][CH2:17][O:18][c:19]1[cH:20][cH:21][cH:22][cH:23][cH:24]1)[CH2:8][C:9]([F:14])([F:15])[C:10](=[O:13])[N:11]2[CH3:12].[Cl:63][CH2:64][Cl:65].[NH2:26][c:27]1[c:28]([O:43][CH3:44])[cH:29][c:30]([C:31](=[O:32])[NH:33][CH:34]2[CH2:35][CH2:36][N:37]([CH3:40])[CH2:38][CH2:39]2)[cH:41][cH:42]1.[Na+:57].[Na+:58].[O-:59][C:60](=[O:61])[O-:62].[OH2:45].[c:46]1([CH3:47])[cH:48][cH:49][c:50]([S:51]([OH:52])(=[O:53])=[O:54])[cH:55][cH:56]1>>[c:2]1([NH:26][c:27]2[c:28]([O:43][CH3:44])[cH:29][c:30]([C:31](=[O:32])[NH:33][CH:34]3[CH2:35][CH2:36][N:37]([CH3:40])[CH2:38][CH2:39]3)[cH:41][cH:42]2)[n:3][cH:4][c:5]2[c:6]([n:25]1)[N:7]([CH2:16][CH2:17][O:18][c:19]1[cH:20][cH:21][cH:22][cH:23][cH:24]1)[CH2:8][C:9]([F:14])([F:15])[C:10](=[O:13])[N:11]2[CH3:12]. Reactants: C(C1=CC=CC=C1)N1CCC(CC1)NC1=CC=C(C=N1)CO ({6-[(1-benzyl-4-piperidyl)amino]-3-pyridyl}methanol). Reagents/catalysts: O=[Mn]=O (MnO2). Run in CCOC(=O)C (AcOEt). Run at time 2 hour. Product: C(C1=CC=CC=C1)N1CCC(CC1)NC1=NC=C(C=O)C=C1 (6-[(1-benzyl-4-piperidyl)amino]nicotinaldehyde). Isolated yield 84.2%. RXN SMILES: [CH2:1]([N:8]1[CH2:13][CH2:12][CH:11]([NH:14][C:15]2[N:20]=[CH:19][C:18]([CH2:21][OH:22])=[CH:17][CH:16]=2)[CH2:10][CH2:9]1)[C:2]1[CH:7]=[CH:6][CH:5]=[CH:4][CH:3]=1>CCOC(C)=O.O=[Mn]=O>[CH2:1]([N:8]1[CH2:13][CH2:12][CH:11]([NH:14][C:15]2[CH:16]=[CH:17][C:18]([CH:21]=[O:22])=[CH:19][N:20]=2)[CH2:10][CH2:9]1)[C:2]1[CH:3]=[CH:4][CH:5]=[CH:6][CH:7]=1. Reported procedure: A mixture of {6-[(1-benzyl-4-piperidyl)amino]-3-pyridyl}methanol (670 mg) and MnO2 (2.94 g) in AcOEt (30 ml) was refluxed under stirring for 2 hours. After removal of the insoluble material, and the solvent was evaporated in vacuo to give 6-[(1-benzyl-4-piperidyl)amino]nicotinaldehyde (560 mg) The solvent is C1CCOC1.CO (THF MeOH). Procedure: A solution of ethyl 3-(4-phenoxyphenyl)propanoate (S29, 500 mg, 1.95 mmol) in THF/MeOH (1/1, 8 mL) was treated with aqueous 4 N NaOH (0.5 mL) and was stirred for 20 h at 25° C. The reaction mixture was concentrated, diluted with aqueous 1 N HCl and extracted with CH2Cl2. The organic layer was dried over Na2SO4, filtered and concentrated to afford S30 (390 mg, 1.61 mmol, 82%) as a white solid: 1H NMR (CDCl3, 500 MHz) 7.34 (dd, 2H, J=8.4, 7.4 Hz), 7.18 (d, 2H, J=8.4 Hz), 7.10 (dt, 1H, J=7.7, 1.1 H... RXN SMILES: [O:1]([C:8]1[CH:13]=[CH:12][C:11]([CH2:14][CH2:15][C:16]([O:18]CC)=[O:17])=[CH:10][CH:9]=1)[C:2]1[CH:7]=[CH:6][CH:5]=[CH:4][CH:3]=1.[OH-].[Na+]>C1COCC1.CO>[O:1]([C:8]1[CH:9]=[CH:10][C:11]([CH2:14][CH2:15][C:16]([OH:18])=[O:17])=[CH:12][CH:13]=1)[C:2]1[CH:3]=[CH:4][CH:5]=[CH:6][CH:7]=1 |f:1.2,3.4|. Reactants: O(C1=CC=CC=C1)C1=CC=C(C=C1)CCC(=O)OCC (ethyl 3-(4-phenoxyphenyl)propanoate), [OH-].[Na+] (NaOH). Reaction conditions: temperature 25 celsius, time 20 hour. The product is O(C1=CC=CC=C1)C1=CC=C(C=C1)CCC(=O)O (3-(4-Phenoxyphenyl)propanoic acid). The reactants are CC(C)=CCCC(C)CCO (citronellol), C1(=CC=C(C=C1)S(=O)(=O)O)C (p-toluenesulfonic acid), CS (methyl mercaptan). Product: CSC(CCCC(CCO)C)(C)C (7-methylthio-3,7-dimethyloctan-1-ol). Reaction SMILES: [CH3:1][C:2](=[CH:4][CH2:5][CH2:6][CH:7]([CH2:9][CH2:10][OH:11])[CH3:8])[CH3:3].C1(C)C=C[C:15]([S:18](O)(=O)=O)=CC=1.CS>>[CH3:15][S:18][C:2]([CH3:3])([CH3:1])[CH2:4][CH2:5][CH2:6][CH:7]([CH3:8])[CH2:9][CH2:10][OH:11]. Procedure: Twenty grams of citronellol, 2 g. of p-toluenesulfonic acid and 9 g. of methyl mercaptan are reacted as described in Example 44 except that a temperature of 140° is used instead of 220°, to give 7-methylthio-3,7-dimethyloctan-1-ol. Reactants: C(C)NC(=O)C1C(C(C(C1)N1N=NC2=C1N=C(N=C2NC2C(C2)C2=CC=CC=C2)SCCC)O)O (N-Ethyl-2,3-dihydroxy-4-[7-[(2-phenylcyclopropyl)amino]-5-(propylthio)-3H-1,2,3-triazolo[4,5-d]pyrimidin-3-yl]-cyclopentanecarboxamide), NCC1=NC=CC=C1 (2-(aminomethyl)pyridine). Product: OC1C(CC(C1O)N1N=NC2=C1N=C(N=C2NC2C(C2)C2=CC=CC=C2)SCCC)C(=O)NCC2=NC=CC=C2 (2,3-Dihydroxy-4-[7-[(2-phenylcyclopropyl)amino]-5-(propylthio)-3H-1,2,3-triazolo[4,5-d]pyrimidin-3-yl]-N-(2-pyridylmethyl)-cyclopentanecarboxamide). As a reaction SMILES: [CH2:1]([NH:3][C:4]([CH:6]1[CH2:10][CH:9]([N:11]2[C:15]3[N:16]=[C:17]([S:30][CH2:31][CH2:32][CH3:33])[N:18]=[C:19]([NH:20][CH:21]4[CH2:23][CH:22]4[C:24]4[CH:29]=[CH:28][CH:27]=[CH:26][CH:25]=4)[C:14]=3[N:13]=[N:12]2)[CH:8]([OH:34])[CH:7]1[OH:35])=[O:5])[CH3:2].[NH2:36][CH2:37][C:38]1[CH:43]=[CH:42]C=CN=1>>[OH:35][CH:7]1[CH:8]([OH:34])[CH:9]([N:11]2[C:15]3[N:16]=[C:17]([S:30][CH2:31][CH2:32][CH3:33])[N:18]=[C:19]([NH:20][CH:21]4[CH2:23][CH:22]4[C:24]4[CH:25]=[CH:26][CH:27]=[CH:28][CH:29]=4)[C:14]=3[N:13]=[N:12]2)[CH2:10][CH:6]1[C:4]([NH:3][CH2:1][C:2]1[CH:42]=[CH:43][CH:38]=[CH:37][N:36]=1)=[O:5]. Reported procedure: The subtitle compound was prepared according to the method of example 39, step a) using the product of example 1, step c) and 2-(aminomethyl)pyridine. Reactants: OC=1C=C(C(=O)OC)C=CC1I (methyl 3-hydroxy-4-iodobenzoate), C(C)OC(CC)OCC (propioaldehyde diethyl acetal), bistriphenylphosphine palladium diacetate, N1CCCCC1 (piperidine). The reagents and catalysts are [Cu](I)I (copper iodide). Run in CN(C)C=O (DMF), CCOC(=O)C (EtOAc). Run at temperature 45 celsius, time 6 hour. Yields the product C(C)OC(C=1OC2=C(C1)C=CC(=C2)C(=O)OC)OCC (methyl 2-(diethoxymethyl)-1-benzofuran-6-carboxylate). Yield: 32.2%. Reaction SMILES: [OH:1][C:2]1[CH:3]=[C:4]([CH:9]=[CH:10][C:11]=1I)[C:5]([O:7][CH3:8])=[O:6].[CH2:13]([O:15][CH:16]([O:19][CH2:20][CH3:21])[CH2:17][CH3:18])[CH3:14].N1CCCCC1>CN(C=O)C.CCOC(C)=O.[Cu](I)I>[CH2:13]([O:15][CH:16]([O:19][CH2:20][CH3:21])[C:17]1[O:1][C:2]2[CH:3]=[C:4]([C:5]([O:7][CH3:8])=[O:6])[CH:9]=[CH:10][C:11]=2[CH:18]=1)[CH3:14]. Reported procedure: A dried flask under nitrogen is charged with methyl 3-hydroxy-4-iodobenzoate (10.0 g, 35.9 mmol), propioaldehyde diethyl acetal (5.72 ml, 40.0 mmol), bistriphenylphosphine palladium diacetate (538 mg, 0.72 mmol), copper iodide (273 mg, 1.4 mmol) and piperidine (3.94 ml, 40.0 mmol) in DMF (50 ml). The mixture is stirred at 45° C. for 6 h, then at RT overnight. The reaction is diluted with EtOAc (250 ml) and washed with 50% saturated 1:1 NaCl/NaHCO3 solution (4×100 ml). The organic layer is dried ... The reactants are F[C@@H]1[C@@H](O[C@@H]([C@H]1O)CO)N1C(=O)NC(=O)C(=C1)CC (1-(2-deoxy-2-fluoro-β-D-arabinofuranosyl)-5-ethyluracil), C1(=CC=CC=C1)P(C1=CC=CC=C1)C1=CC=CC=C1 (triphenylphosphine), [N-]=[N+]=[N-].[Na+] (sodium azide), CNC=O (methylformamide), C(Br)(Br)(Br)Br (carbon tetrabromide). The solvent is CO (methanol). Conditions: time 20 hour. The product is N(=[N+]=[N-])C[C@@H]1[C@H]([C@@H]([C@@H](O1)N1C(=O)NC(=O)C(=C1)CC)F)O (1 -(5-azido-2,5-dideoxy-2-fluoro-β-D-arabinofuranosyl)-5-ethyluracil). The yield is 91.6%. As a reaction SMILES: [F:1][C@H:2]1[C@H:6]([OH:7])[C@@H:5]([CH2:8]O)[O:4][C@H:3]1[N:10]1[CH:17]=[C:16]([CH2:18][CH3:19])[C:14](=[O:15])[NH:13][C:11]1=[O:12].C1(P(C2C=CC=CC=2)C2C=CC=CC=2)C=CC=CC=1.[N-:39]=[N+:40]=[N-:41].[Na+].CNC=O.C(Br)(Br)(Br)Br>CO>[N:39]([CH2:8][C@H:5]1[O:4][C@@H:3]([N:10]2[CH:17]=[C:16]([CH2:18][CH3:19])[C:14](=[O:15])[NH:13][C:11]2=[O:12])[C@@H:2]([F:1])[C@@H:6]1[OH:7])=[N+:40]=[N-:41] |f:2.3|. Reported procedure: A mixture of 0.4 g of 1-(2-deoxy-2-fluoro-β-D-arabinofuranosyl)-5-ethyluracil, 0.44 g of triphenylphosphine, 0.48 g of sodium azide and 6 ml of dry methylformamide was stirred at room temperature under nitrogen while 0.48 g of carbon tetrabromide was added portionwise. The mixture was stirred at room temperature under nitrogen for 20 hours. 3 ml of methanol were added, the mixture was stirred for 0.5 hour and then evaporated. The residue was stirred for 0.5 hour with 8 ml of 0.5M sodium hydroxid...